This data is from the Open Reaction Database (ORD), a public repository of structured organic reaction records. The task is: describe an organic reaction: reactants, conditions, products, and yield Reactants: CNCC1=NC2=CC=CC=C2C=C1 (2-(Methylaminomethyl)quinoline), [N+](=O)([O-])C1=CC=C(OC[C@H]2OC2)C=C1 ((S)-(+)-2-[(4-nitrophenoxy)methyl]oxirane). Solvent: C(C)#N (acetonitrile), C(C)#N (acetonitrile). Yields the product CN(C[C@@H](COC1=CC=C(C=C1)[N+](=O)[O-])O)CC1=NC2=CC=CC=C2C=C1 ((S)-1-[Methyl(2-quinolinylmethyl)amino]-3-(4-nitrophenoxy)-2-propanol). Yield: 62.9%. Reaction SMILES: [CH3:1][NH:2][CH2:3][C:4]1[CH:13]=[CH:12][C:11]2[C:6](=[CH:7][CH:8]=[CH:9][CH:10]=2)[N:5]=1.[N+:14]([C:17]1[CH:27]=[CH:26][C:20]([O:21][CH2:22][C@@H:23]2[CH2:25][O:24]2)=[CH:19][CH:18]=1)([O-:16])=[O:15]>C(#N)C>[CH3:1][N:2]([CH2:3][C:4]1[CH:13]=[CH:12][C:11]2[C:6](=[CH:7][CH:8]=[CH:9][CH:10]=2)[N:5]=1)[CH2:25][C@H:23]([OH:24])[CH2:22][O:21][C:20]1[CH:19]=[CH:18][C:17]([N+:14]([O-:16])=[O:15])=[CH:27][CH:26]=1. Procedure details: 2-(Methylaminomethyl)quinoline (4.47 g, 25.96 mmol) in acetonitrile (30 mL) was added to a stirring solution of (S)-(+)-2-[(4-nitrophenoxy)methyl]oxirane (4.23 g, 21.67 mmol) in acetonitrile (10 mL). The reaction was lightly refluxed under N2 for 24 hours, cooled and concentrated in vacuo. The residue was purified by HPLC dried and heated under vacuum to afford 5.01 g (63%) of product which was used directly in the next step. The reactants are [Al+3], O=C(O)c1c(F)cccc1NC1CCN(Cc2ccccc2)CC1, [H-], [H-], [H-], [H-], [Li+], C1CCOC1. Yields the product OCc1c(F)cccc1NC1CCN(Cc2ccccc2)CC1. As a reaction SMILES: [Al+3:2].[CH2:7]([c:8]1[cH:9][cH:10][cH:11][cH:12][cH:13]1)[N:14]1[CH2:15][CH2:16][CH:17]([NH:20][c:21]2[c:22]([C:23](=[O:24])[OH:25])[c:26]([F:30])[cH:27][cH:28][cH:29]2)[CH2:18][CH2:19]1.[H-:1].[H-:4].[H-:5].[H-:6].[Li+:3].[O:31]1[CH2:32][CH2:33][CH2:34][CH2:35]1>>[CH2:7]([c:8]1[cH:9][cH:10][cH:11][cH:12][cH:13]1)[N:14]1[CH2:15][CH2:16][CH:17]([NH:20][c:21]2[c:22]([CH2:23][OH:24])[c:26]([F:30])[cH:27][cH:28][cH:29]2)[CH2:18][CH2:19]1. The reactants are N (ammonia), BrC1=CC=C(C=C1)C#C (4-bromophenylacetylene), [Cl-].[NH4+] (Ammonium chloride), ( 1 ), [NH2-].[Li+] (lithium amide), [Li] (lithium), N (ammonia), BrCCC1OCCO1 (2-(2-bromoethyl)-1,3-dioxolane). The solvent is CS(=O)C (dimethyl sulphoxide). Reaction conditions: temperature -30 celsius, time 1 hour. The product is C1COC(CCC#CC2=CC=C(C=C2)Br)O1 (5-(4'bromophenyl)-4-pentyn-1-al ethylene acetal). Isolated yield 26.4%. As a reaction SMILES: [Br:1][C:2]1[CH:7]=[CH:6][C:5]([C:8]#[CH:9])=[CH:4][CH:3]=1.[NH2-].[Li+].[Li].N.Br[CH2:15][CH2:16][CH:17]1[O:21][CH2:20][CH2:19][O:18]1.[Cl-].[NH4+]>CS(C)=O>[CH2:20]1[O:21][CH:17]([CH2:16][CH2:15][C:9]#[C:8][C:5]2[CH:6]=[CH:7][C:2]([Br:1])=[CH:3][CH:4]=2)[O:18][CH2:19]1 |f:1.2,6.7,^1:11|. Procedure: 4-bromophenylacetylene (10 g, 55 mmol), prepared according to Organic Reactions 5 (1), 50, (1949), in dry dimethyl sulphoxide (70 ml) was added to lithium amide (from 66 mmol) of lithium) in liquid ammonia (200 ml). The mixture was stirred for 1 hour at -30° C., 2-(2-bromoethyl)-1,3-dioxolane (10 g, 55 mmol) was added and the mixture was stirred for 2 hours at -30° C. Ammonium chloride (12 g) was added, the ammonia was allowed to evaporate and water (200 ml) was added to the residue. The emulsio... Starting materials: ClC1=NC2=CC=C(C=C2C(=C1CC1=CC=C(C=C1)N1N=CC=C1)Cl)C(O)(C1=CN=NN1C)C=1C(=NC(=CC1)C)C ({2,4-Dichloro-3-[4-(1H-pyrazol-1-yl)benzyl]quinolin-6-yl}(2,6-dimethylpyridin-3-yl)(1-methyl-1H-1,2,3-triazol-5-yl)methanol), N1CCC1 (azetidine), CN(C)C=O (DMF). The solvent is CCOC(=O)C (EtOAc). Conditions: temperature 100 celsius. The product is N1(CCC1)C1=NC2=CC=C(C=C2C(=C1CC1=CC=C(C=C1)N1N=CC=C1)Cl)C(O)(C1=CN=NN1C)C=1C(=NC(=CC1)C)C ({2-Azetidin-1-yl-4-chloro-3-[4-(1H-pyrazol-1-yl)benzyl]quinolin-6-yl}(2,6-dimethylpyridin-3-yl)(1-methyl-1H-1,2,3-triazol-5-yl)methanol). As a reaction SMILES: Cl[C:2]1[C:11]([CH2:12][C:13]2[CH:18]=[CH:17][C:16]([N:19]3[CH:23]=[CH:22][CH:21]=[N:20]3)=[CH:15][CH:14]=2)=[C:10]([Cl:24])[C:9]2[C:4](=[CH:5][CH:6]=[C:7]([C:25]([C:33]3[C:34]([CH3:40])=[N:35][C:36]([CH3:39])=[CH:37][CH:38]=3)([C:27]3[N:31]([CH3:32])[N:30]=[N:29][CH:28]=3)[OH:26])[CH:8]=2)[N:3]=1.[NH:41]1[CH2:44][CH2:43][CH2:42]1.CN(C=O)C>CCOC(C)=O>[N:41]1([C:2]2[C:11]([CH2:12][C:13]3[CH:18]=[CH:17][C:16]([N:19]4[CH:23]=[CH:22][CH:21]=[N:20]4)=[CH:15][CH:14]=3)=[C:10]([Cl:24])[C:9]3[C:4](=[CH:5][CH:6]=[C:7]([C:25]([C:33]4[C:34]([CH3:40])=[N:35][C:36]([CH3:39])=[CH:37][CH:38]=4)([C:27]4[N:31]([CH3:32])[N:30]=[N:29][CH:28]=4)[OH:26])[CH:8]=3)[N:3]=2)[CH2:44][CH2:43][CH2:42]1. Procedure details: {2,4-Dichloro-3-[4-(1H-pyrazol-1-yl)benzyl]quinolin-6-yl}(2,6-dimethylpyridin-3-yl)(1-methyl-1H-1,2,3-triazol-5-yl)methanol (198 mg, 0.347 mmol, Example 151), azetidine (70 μL, 1.04 mmol), and DMF (2 mL) were combined in a reaction tube, then sealed and heated to 100° C. and maintained at that temperature for 24 hours. The residue was taken up into EtOAc, transferred to a reparatory funnel and extracted twice with a saturated, aqueous NH4Cl solution. The organic phase was separated then dried ov... Isolated yield 77.0%. The solvent is O1CCOCC1 (1,4-dioxane). Conditions: time 4.5 hour. Reaction SMILES: [F:1][C:2]1[CH:32]=[CH:31][C:5]2[S:6][C:7]([S:10]([NH:13][C:14]3[CH:26]=[CH:25][C:17]([C:18]([NH:20][CH2:21][C:22](=O)[CH3:23])=O)=[CH:16][C:15]=3[S:27]([CH3:30])(=[O:29])=[O:28])(=[O:12])=[O:11])=[C:8]([CH3:9])[C:4]=2[CH:3]=1.P12(SP3(SP(SP(S3)(S1)=S)(=S)S2)=S)=[S:34]>O1CCOCC1>[F:1][C:2]1[CH:32]=[CH:31][C:5]2[S:6][C:7]([S:10]([NH:13][C:14]3[CH:26]=[CH:25][C:17]([C:18]4[S:34][C:22]([CH3:23])=[CH:21][N:20]=4)=[CH:16][C:15]=3[S:27]([CH3:30])(=[O:29])=[O:28])(=[O:12])=[O:11])=[C:8]([CH3:9])[C:4]=2[CH:3]=1. The product is FC1=CC2=C(SC(=C2C)S(=O)(=O)NC2=C(C=C(C=C2)C=2SC(=CN2)C)S(=O)(=O)C)C=C1 (5-fluoro-N-[2-methanesulfonyl-4-(5-methylthiazol-2-yl)phenyl]-3-methylbenzo[b]thiophene-2-sulfonamide). Procedure details: Into 5 mL of 1,4-dioxane solution of 150 mg of 4-(5-fluoro-3-methylbenzo[b]thiophene-2-yl)sulfonamido-3-methanesulfonyl-N-(2-oxopropyl)benzamide was added 135 mg of diphosphorus pentasulfide, followed by 4.5 hours of heating under refluxing. The reaction was terminated by adding water to the reaction mixture and the mixture was extracted with ethyl acetate. The organic layer was washed with water and saturated brine, successively and then dried over anhydrous sodium sulfate. The solvent was remo... Starting materials: FC1=CC2=C(SC(=C2C)S(=O)(=O)NC2=C(C=C(C(=O)NCC(C)=O)C=C2)S(=O)(=O)C)C=C1 (4-(5-fluoro-3-methylbenzo[b]thiophene-2-yl)sulfonamido-3-methanesulfonyl-N-(2-oxopropyl)benzamide), P12(=S)SP3(=S)SP(=S)(S1)SP(=S)(S2)S3 (diphosphorus pentasulfide). Starting materials: O=[O+][O-] (Ozone), C(=CC)C1=C(C(=CC=C1)OC1=C(C=CC=C1)C)O (2-(1-propenyl)-6-(o-tolyloxy)phenol). The solvent is C(C)(=O)OCC (ethyl acetate), C(C)(=O)O (acetic acid). Product: OC1=C(C=O)C=CC=C1OC1=C(C=CC=C1)C (2-hydroxy-3-(o-tolyloxy)benzaldehyde). As a reaction SMILES: [O:1]=[O+][O-].[CH:4]([C:7]1[CH:12]=[CH:11][CH:10]=[C:9]([O:13][C:14]2[CH:19]=[CH:18][CH:17]=[CH:16][C:15]=2[CH3:20])[C:8]=1[OH:21])=CC>C(OCC)(=O)C.C(O)(=O)C>[OH:21][C:8]1[C:9]([O:13][C:14]2[CH:19]=[CH:18][CH:17]=[CH:16][C:15]=2[CH3:20])=[CH:10][CH:11]=[CH:12][C:7]=1[CH:4]=[O:1]. Reported procedure: Ozone gas was introduced into a solution of 2-(1-propenyl)-6-(o-tolyloxy)phenol (13.7 g) in a mixture of ethyl acetate (300 ml) and acetic acid (50 ml) at 0°-3° C. with stirring for an hour. The reaction mixture was washed with water, aqueous sodium bicarbonate and saline successively, dried over magnesium sulfate and when evaporated. The oily residue (12.9 g) was dissolved in diethyl ether, and the solution was washed with water, dried over magnesium sulfate and evaporated. The oily residue (11...